This data is from the Open Reaction Database (ORD), a public repository of structured organic reaction records. The task is: describe an organic reaction: reactants, conditions, products, and yield Reactants: Cc1nc(COS(C)(=O)=O)c(C2CC2)o1, O=C1OC2(CCN(C(=O)c3c[nH]c4cc(Cl)ccc34)CC2)c2ccc(F)cc21. Product: Cc1nc(Cn2cc(C(=O)N3CCC4(CC3)OC(=O)c3cc(F)ccc34)c3ccc(Cl)cc32)c(C2CC2)o1. As a reaction SMILES: [CH:29]1([c:32]2[c:33]([CH2:38][O:39][S:40]([CH3:41])(=[O:42])=[O:43])[n:34][c:35]([CH3:37])[o:36]2)[CH2:30][CH2:31]1.[Cl:1][c:2]1[cH:3][cH:4][c:5]2[c:6]([C:11](=[O:12])[N:13]3[CH2:14][CH2:15][C:16]4([O:17][C:18](=[O:26])[c:19]5[c:20]4[cH:21][cH:22][c:23]([F:25])[cH:24]5)[CH2:27][CH2:28]3)[cH:7][nH:8][c:9]2[cH:10]1>>[Cl:1][c:2]1[cH:3][cH:4][c:5]2[c:6]([C:11](=[O:12])[N:13]3[CH2:14][CH2:15][C:16]4([O:17][C:18](=[O:26])[c:19]5[c:20]4[cH:21][cH:22][c:23]([F:25])[cH:24]5)[CH2:27][CH2:28]3)[cH:7][n:8]([CH2:38][c:33]3[c:32]([CH:29]4[CH2:30][CH2:31]4)[o:36][c:35]([CH3:37])[n:34]3)[c:9]2[cH:10]1. The reactants are IC=1N=CN2C1SC=C2 (7-iodoimidazo[5,1-b]thiazole), C(C=C)OC(=O)N1C[C@@H](C[C@H]1C=O)O[Si](C)(C)C(C)(C)C ((3R,5S)-1-allyloxycarbonyl-3-t-butyldimethylsilyloxy-5-formylpyrrolidine), [Cl-].[NH4+] (ammonium chloride), C[Mg]I.C(C)OCC (methylmagnesium iodide diethyl ether). Solvent: C1CCOC1 (THF), C1CCOC1 (THF), C1CCOC1 (THF). Run at temperature -50 celsius, time 10 minute. The product is C(C=C)OC(=O)N1C[C@@H](C[C@H]1C(C=1N=CN2C1SC=C2)O)O[Si](C)(C)C(C)(C)C ((3R,5S)-1-Allyloxycarbonyl-3-t-butyldimethylsilyloxy-5-[1-hydroxy-1-(imidazo[5,1-b]thiazol-7-yl)methyl]pyrrolidine). RXN SMILES: C[Mg]I.C(OCC)C.I[C:10]1[N:11]=[CH:12][N:13]2[CH:17]=[CH:16][S:15][C:14]=12.[CH2:18]([O:21][C:22]([N:24]1[C@H:28]([CH:29]=[O:30])[CH2:27][C@@H:26]([O:31][Si:32]([C:35]([CH3:38])([CH3:37])[CH3:36])([CH3:34])[CH3:33])[CH2:25]1)=[O:23])[CH:19]=[CH2:20].[Cl-].[NH4+]>C1COCC1>[CH2:18]([O:21][C:22]([N:24]1[C@H:28]([CH:29]([OH:30])[C:10]2[N:11]=[CH:12][N:13]3[CH:17]=[CH:16][S:15][C:14]=23)[CH2:27][C@@H:26]([O:31][Si:32]([C:35]([CH3:38])([CH3:37])[CH3:36])([CH3:33])[CH3:34])[CH2:25]1)=[O:23])[CH:19]=[CH2:20] |f:0.1,4.5|. Reported procedure: A 2 M methylmagnesium iodide/diethyl ether solution (4.6 ml) is diluted with 50 ml of anhydrous THF, and a solution of 2.0 g of 7-iodoimidazo[5,1-b]thiazole in 50 ml of THF is added dropwise to the diluted solution under ice cooling in an argon atmosphere. The mixture is stirred at that temperature for 10 min and then at room temperature for 1.5 hr and cooled to −50° C., and a solution of 1.735 g of (3R,5S)-1-allyloxycarbonyl-3-t-butyldimethylsilyloxy-5-formylpyrrolidine in 50 ml of THF is added...